From a dataset of the Open Reaction Database (ORD), a public repository of structured organic reaction records. describe an organic reaction: reactants, conditions, products, and yield Starting materials: Cl (HCl), CN(C1=CC(=C(C(=N1)CCCCCCCCCCOCOC)O)OC)C (6-(Dimethylamino)-4-methoxy-2-(10-(methoxymethoxy)decyl)pyridin-3-ol), [NH4+].[OH-] (NH4OH). Run in CO (methanol). The product is CN(C1=CC(=C(C(=N1)CCCCCCCCCCO)O)OC)C (6-(Dimethylamino)-2-(10-hydroxydecyl)-4-methoxypyridin-3-ol). RXN SMILES: [CH3:1][N:2]([CH3:26])[C:3]1[N:8]=[C:7]([CH2:9][CH2:10][CH2:11][CH2:12][CH2:13][CH2:14][CH2:15][CH2:16][CH2:17][CH2:18][O:19]COC)[C:6]([OH:23])=[C:5]([O:24][CH3:25])[CH:4]=1.Cl.[NH4+].[OH-]>CO>[CH3:26][N:2]([CH3:1])[C:3]1[N:8]=[C:7]([CH2:9][CH2:10][CH2:11][CH2:12][CH2:13][CH2:14][CH2:15][CH2:16][CH2:17][CH2:18][OH:19])[C:6]([OH:23])=[C:5]([O:24][CH3:25])[CH:4]=1 |f:2.3|. Procedure details: To a stirred solution containing 6-(Dimethylamino)-4-methoxy-2-(10-(methoxymethoxy)decyl)pyridin-3-ol in 5 mL of methanol was added a drop of conc HCl. The reaction mixture was stirred at reflux for 2 h. A drop of conc NH4OH was added and the mixture was concentrated under diminished pressure. The residue was purified by chromatography on a silica gel column (1×10 cm). Elution with 9:1 dichloromethane-methanol afforded the expected product as a yellowish oil: yield 7 mg (40%); silica gel TLC Rf ... Reaction conditions: temperature 0 celsius, time 30 minute. As a reaction SMILES: [H-].[Na+].[CH:3]1[C:8]([OH:9])=[CH:7][CH:6]=[C:5]([Br:10])[CH:4]=1.[CH2:11](Br)[C:12]1[CH:17]=[CH:16][CH:15]=[CH:14][CH:13]=1.O>CN(C)C=O>[Br:10][C:5]1[CH:6]=[CH:7][C:8]([O:9][CH2:11][C:12]2[CH:17]=[CH:16][CH:15]=[CH:14][CH:13]=2)=[CH:3][CH:4]=1 |f:0.1|. The reactants are O (water), [H-].[Na+] (sodium hydride), C1=CC(=CC=C1O)Br (p-bromophenol), C(C1=CC=CC=C1)Br (benzyl bromide). Procedure details: 15.26 g of sodium hydride at 50% in oil were added at 0° C. to a solution under an inert gas atmosphere of 50 g of p-bromophenol in 320 ml of dimethylformamide and after the mixture was stirred for 30 minutes at 0° C., then 37.7 ml of benzyl bromide were added. The mixture was stirred for 2 hours 30 minutes, allowing the temperature to rise to 20° C., and then the reaction mixture was poured into ice-cooled water. The precipitate was filtered off and dried to obtain 73.35 g of the expected produ... The solvent is CN(C=O)C (dimethylformamide). The product is BrC1=CC=C(C=C1)OCC1=CC=CC=C1 (1-bromo-4-(benzyloxy)-benzene). The reactants are CN(CCCNC1=CC(=C(C=C1)[N+](=O)[O-])C)CCCNC1=CC(=C(C=C1)[N+](=O)[O-])C (N1-Methyl-N3-(3-methyl-4-nitrophenyl)-N1-{3-[(3-methyl-4-nitrophenyl)amino]propyl}-1,3-propanediamine), C1(=CC=C(C=C1)S(=O)(=O)OCC=C)C (allyl p-toluene sulfonate), C1(=CC=CC=C1)C (toluene). Product: C1(=CC=C(C=C1)S(=O)(=O)[O-])C.C(C=C)[N+](CCCNC1=CC(=C(C=C1)[N+](=O)[O-])C)(CCCNC1=CC(=C(C=C1)[N+](=O)[O-])C)C (N-allyl-N-methyl-3-[(3-methyl-4-nitrophenyl)amino]-N-{3-[(3-methyl-4-nitrophenyl)amino]propyl}-1-propanaminium p-toluene sulfonate). RXN SMILES: [CH3:1][N:2]([CH2:17][CH2:18][CH2:19][NH:20][C:21]1[CH:26]=[CH:25][C:24]([N+:27]([O-:29])=[O:28])=[C:23]([CH3:30])[CH:22]=1)[CH2:3][CH2:4][CH2:5][NH:6][C:7]1[CH:12]=[CH:11][C:10]([N+:13]([O-:15])=[O:14])=[C:9]([CH3:16])[CH:8]=1.[C:31]1([CH3:44])[CH:36]=[CH:35][C:34]([S:37]([O:40]CC=C)(=[O:39])=[O:38])=[CH:33][CH:32]=1.[C:45]1(C)C=CC=C[CH:46]=1>>[C:31]1([CH3:44])[CH:32]=[CH:33][C:34]([S:37]([O-:40])(=[O:38])=[O:39])=[CH:35][CH:36]=1.[CH2:1]([N+:2]([CH3:31])([CH2:3][CH2:4][CH2:5][NH:6][C:7]1[CH:12]=[CH:11][C:10]([N+:13]([O-:15])=[O:14])=[C:9]([CH3:16])[CH:8]=1)[CH2:17][CH2:18][CH2:19][NH:20][C:21]1[CH:26]=[CH:25][C:24]([N+:27]([O-:29])=[O:28])=[C:23]([CH3:30])[CH:22]=1)[CH:45]=[CH2:46] |f:3.4|. Procedure details: N1-Methyl-N3-(3-methyl-4-nitrophenyl)-N1-{3-[(3-methyl-4-nitrophenyl)amino]propyl}-1,3-propanediamine (60.2 g, 0.14 mol) from step 7.1 was heated under reflux with allyl p-toluene sulfonate (34.0 g, 0.16 mol) in 500 ml toluene for 6 hours. As the reaction progressed the product separated out in the form of an oily substance. This oil was separated from the supernatant liquid by decanting and dried. On further cooling the oil initially solidified to a glassy material and after drying could be cru...